From a dataset of the Open Reaction Database (ORD), a public repository of structured organic reaction records. describe an organic reaction: reactants, conditions, products, and yield The reactants are COc1cc(C)c(I)c(C)c1, CC(C)(C)[O-], CCOC(C)=O, Cc1ccccc1, COc1ccc(S)cc1C(C)C, [Cu], I, [K+]. Yields the product COc1cc(C)c(Sc2ccc(OC)c(C(C)C)c2)c(C)c1. Reaction SMILES: [CH3:19][c:20]1[cH:21][c:22]([O:28][CH3:29])[cH:23][c:24]([CH3:27])[c:25]1[I:26].[CH3:1][C:2]([CH3:3])([O-:4])[CH3:5].[CH3:30][CH2:31][O:32][C:33](=[O:34])[CH3:35].[CH3:36][c:37]1[cH:38][cH:39][cH:40][cH:41][cH:42]1.[CH3:7][O:8][c:9]1[c:10]([CH:16]([CH3:17])[CH3:18])[cH:11][c:12]([SH:15])[cH:13][cH:14]1.[Cu:44].[I:43].[K+:6]>>[CH3:7][O:8][c:9]1[c:10]([CH:16]([CH3:17])[CH3:18])[cH:11][c:12]([S:15][c:25]2[c:20]([CH3:19])[cH:21][c:22]([O:28][CH3:29])[cH:23][c:24]2[CH3:27])[cH:13][cH:14]1. Reactants: N[C@@H](C(=O)NC1C(N(C2=C(C=CC=C2C1)N1C(CCC1)=O)CC1=CSC=C1)=O)CC(C)C ((2R)-2-amino-4-methyl-N-[2-oxo-8-(2-oxopyrrolidin-1-yl)-1-(thiophen-3-ylmethyl)-1,2,3,4-tetrahydroquinolin-3-yl]pentanamide), C(C)(C)(C)OC(=O)N[C@@H](C(=O)O)C ((R)-2-(tert-butoxycarbonylamino)propanoic acid). Product: CC(C[C@H](C(NC1C(N(C2=C(C=CC=C2C1)N1C(CCC1)=O)CC1=CSC=C1)=O)=O)NC([C@@H](C)NC(OC(C)(C)C)=O)=O)C (tert-butyl (2R)-1-[(2R)-4-methyl-1-oxo-1-[2-oxo-8-(2-oxopyrrolidin-1-yl)-1-(thiophen-3-ylmethyl)-1,2,3,4-tetrahydroquinolin-3-ylamino]pentan-2-ylamino]-1-oxopropan-2-ylcarbamate). Yield: 100.7%. As a reaction SMILES: [NH2:1][C@H:2]([CH2:29][CH:30]([CH3:32])[CH3:31])[C:3]([NH:5][CH:6]1[CH2:15][C:14]2[C:9](=[C:10]([N:16]3[CH2:20][CH2:19][CH2:18][C:17]3=[O:21])[CH:11]=[CH:12][CH:13]=2)[N:8]([CH2:22][C:23]2[CH:27]=[CH:26][S:25][CH:24]=2)[C:7]1=[O:28])=[O:4].[C:33]([O:37][C:38]([NH:40][C@H:41]([CH3:45])[C:42](O)=[O:43])=[O:39])([CH3:36])([CH3:35])[CH3:34]>>[CH3:31][CH:30]([CH3:32])[CH2:29][C@@H:2]([NH:1][C:42](=[O:43])[C@H:41]([NH:40][C:38](=[O:39])[O:37][C:33]([CH3:35])([CH3:34])[CH3:36])[CH3:45])[C:3](=[O:4])[NH:5][CH:6]1[CH2:15][C:14]2[C:9](=[C:10]([N:16]3[CH2:20][CH2:19][CH2:18][C:17]3=[O:21])[CH:11]=[CH:12][CH:13]=2)[N:8]([CH2:22][C:23]2[CH:27]=[CH:26][S:25][CH:24]=2)[C:7]1=[O:28]. Reported procedure: The procedure of Example 14(a) was repeated, except that (2R)-2-amino-4-methyl-N-[2-oxo-8-(2-oxopyrrolidin-1-yl)-1-(thiophen-3-ylmethyl)-1,2,3,4-tetrahydroquinolin-3-yl]pentanamide (600 mg) and (R)-2-(tert-butoxycarbonylamino)propanoic acid (279 mg) were used, whereby tert-butyl (2R)-1-[(2R)-4-methyl-1-oxo-1-[2-oxo-8-(2-oxopyrrolidin-1-yl)-1-(thiophen-3-ylmethyl)-1,2,3,4-tetrahydroquinolin-3-ylamino]pentan-2-ylamino]-1-oxopropan-2-ylcarbamate (832 mg) was yielded. Subsequently, the procedure of ...